Task: describe an organic reaction: reactants, conditions, products, and yield. Dataset: the Open Reaction Database (ORD), a public repository of structured organic reaction records Reactants: C([O-])(O)=O.[Na+] (sodium bicarbonate), ClC=1C=C(C=CC1Cl)C1COCCS1 (3-(3,4-dichlorophenyl)-1,4-oxathiane), ClC=1C=C(C(=O)OO)C=CC1 (meta-chloroperoxybenzoic acid). The solvent is ClCCl (dichloromethane), ClCCl (dichloromethane). Run at temperature 0 celsius, time 30 minute. Product: ClC=1C=C(C=CC1Cl)C1COCCS1=O (3-(3,4-dichlorophenyl)-1,4-oxathiane 4-oxide). The yield is 81.1%. As a reaction SMILES: [Cl:1][C:2]1[CH:3]=[C:4]([CH:9]2[S:14][CH2:13][CH2:12][O:11][CH2:10]2)[CH:5]=[CH:6][C:7]=1[Cl:8].ClC1C=C(C=CC=1)C(OO)=[O:20].C(=O)(O)[O-].[Na+]>ClCCl>[Cl:1][C:2]1[CH:3]=[C:4]([CH:9]2[S:14](=[O:20])[CH2:13][CH2:12][O:11][CH2:10]2)[CH:5]=[CH:6][C:7]=1[Cl:8] |f:2.3|. Reported procedure: A stirred solution of 3-(3,4-dichlorophenyl)-1,4-oxathiane (1 g, 4 mmol) in dichloromethane (10 ml) at 0° C. was treated with a solution of meta-chloroperoxybenzoic acid (85%, 860 mg, 4 mmol) in dichloromethane (10 ml) and stirred at 0° C. for 30 mins then at room temperature for 3 hrs. The mixture was shaken with aqueous sodium bicarbonate solution and the organic phase separated, dried (MgSO4) and evaporated to give a solid which was triturated with hexane/toluene (1:1) to give 3-(3,4-dichloro... The reactants are BrC1=NC=C(C=C1)[N+](=O)[O-] (2-bromo-5-nitro-pyridin), CN1CCNCC1 (1-methylpiperazine). The solvent is ClCCl (dichloromethane). Product: CN1CCN(CC1)C1=NC=C(C=C1)[N+](=O)[O-] (1-Methyl-4-(5-nitro-pyridin-2-yl)-piperazine). Yield: 91.4%. As a reaction SMILES: Br[C:2]1[CH:7]=[CH:6][C:5]([N+:8]([O-:10])=[O:9])=[CH:4][N:3]=1.[CH3:11][N:12]1[CH2:17][CH2:16][NH:15][CH2:14][CH2:13]1>ClCCl>[CH3:11][N:12]1[CH2:17][CH2:16][N:15]([C:2]2[CH:7]=[CH:6][C:5]([N+:8]([O-:10])=[O:9])=[CH:4][N:3]=2)[CH2:14][CH2:13]1. Procedure details: An amount of 2 g (9.85 mmol) of 2-bromo-5-nitro-pyridin is stirred in dichloromethane (50 mL), followed by addition of 1-methylpiperazine (10.9 mL, 98.5 mmol). The reaction mixture is refluxed for 1 h. After cooling, the mixture is extracted 3× with sodium bicarbonate, followed by additional washing with brine, dried over sodium sulfate, evaporated, to afford 2 g (91% yield) of yellow crystals; mp 75-76° C.